The task is: describe an organic reaction: reactants, conditions, products, and yield. This data is from the Open Reaction Database (ORD), a public repository of structured organic reaction records. Reactants: FC1=NC(=CC=C1CC(C)(C)C)F (2,6-difluoro-3-neopentylpyridine), [Si](C)(C)(C(C)(C)C)OC1(CCC1)C\C=N\[S@](=O)C(C)(C)C ((R,E)-N-(2-(1-(tert-butyldimethylsilyloxy)cyclobutyl)ethylidene)-2-methylpropane-2-sulfinamide), C(CCC)[Li] (butyllithium), N#N (N2), CC1(NC(CCC1)(C)C)C (2,2,6,6-tetramethylpiperidine). The solvent is C1CCOC1 (THF), C1CCOC1 (THF), C1CCOC1 (THF). Reaction SMILES: CC1(C)CCCC(C)(C)N1.C([Li])CCC.[F:16][C:17]1[C:22]([CH2:23][C:24]([CH3:27])([CH3:26])[CH3:25])=[CH:21][CH:20]=[C:19]([F:28])[N:18]=1.[Si:29]([O:36][C:37]1([CH2:41]/[CH:42]=[N:43]/[S@@:44]([C:46]([CH3:49])([CH3:48])[CH3:47])=[O:45])[CH2:40][CH2:39][CH2:38]1)([C:32]([CH3:35])([CH3:34])[CH3:33])([CH3:31])[CH3:30].N#N>C1COCC1>[Si:29]([O:36][C:37]1([CH2:41][C@H:42]([NH:43][S:44]([C:46]([CH3:49])([CH3:48])[CH3:47])=[O:45])[C:20]2[C:19]([F:28])=[N:18][C:17]([F:16])=[C:22]([CH2:23][C:24]([CH3:25])([CH3:27])[CH3:26])[CH:21]=2)[CH2:40][CH2:39][CH2:38]1)([C:32]([CH3:34])([CH3:35])[CH3:33])([CH3:31])[CH3:30]. Product: [Si](C)(C)(C(C)(C)C)OC1(CCC1)C[C@@H](C=1C(=NC(=C(C1)CC(C)(C)C)F)F)NS(=O)C(C)(C)C (N-((S)-2-(1-(tert-butyldimethylsilyloxy)cyclobutyl)-1-(2,6-difluoro-5-neopentylpyridin-3-yl)ethyl)-2-methylpropane-2-sulfinamide). Conditions: temperature -78 celsius. Isolated yield 13.5%. Procedure: To a three-necked RBF was added 2,2,6,6-tetramethylpiperidine (0.34 ml, 2 mmol), THF (10 mL), and an ethanol/N2 bath. After cooling to −78° C., butyllithium (0.70 ml, 2 mmol) was added dropwise. After stirring for several minutes, the solution was cooled to −100° C. of 2,6-difluoro-3-neopentylpyridine (0.230 g, 1 mmol) in THF (2 mL) was added dropwise. The solution was then treated with (R,E)-N-(2-(1-(tert-butyldimethylsilyloxy)cyclobutyl)ethylidene)-2-methylpropane-2-sulfinamide (0.71 g, 2 mmol... Starting materials: C(C)OC(C(CC(\C=C\C1=C(C=C(C=C1)Cl)F)=O)=O)=O ((E)-6-(4-chloro-2-fluorophenyl)-2,4-dioxo-hex-5-enoic acid ethyl ester), C(C)(=O)[O-].[NH4+] (ammonium acetate). Run in CCO (EtOH). The product is C(C)OC(/C(=C/C(\C=C\C1=C(C=C(C=C1)Cl)F)=O)/N)=O ((2Z,5E)-2-amino-6-(4-chloro-2-fluorophenyl)-4-oxo-hexa-2,5-dienoic acid ethyl ester). Yield: 59.1%. RXN SMILES: [CH2:1]([O:3][C:4](=[O:20])[C:5](=O)[CH2:6][C:7](=[O:18])/[CH:8]=[CH:9]/[C:10]1[CH:15]=[CH:14][C:13]([Cl:16])=[CH:12][C:11]=1[F:17])[CH3:2].C([O-])(=O)C.[NH4+:25]>CCO>[CH2:1]([O:3][C:4](=[O:20])/[C:5](/[NH2:25])=[CH:6]/[C:7](=[O:18])/[CH:8]=[CH:9]/[C:10]1[CH:15]=[CH:14][C:13]([Cl:16])=[CH:12][C:11]=1[F:17])[CH3:2] |f:1.2|. Procedure: A mixture of (E)-6-(4-chloro-2-fluorophenyl)-2,4-dioxo-hex-5-enoic acid ethyl ester (3; 15.0 g, 0.05 mol) and ammonium acetate (7.7 g, 0.1 mol) in EtOH (100 mL) was stirred and heated to reflux for 1 h. The solvent was removed under reduced pressure, and the residue was dissolved in CH2Cl2 (200 mL) and washed with saturated aqueous sodium carbonate (Na2CO3, 100 mL). After drying over MgSO4, silica gel (50 g) was added and the solvent was removed. The residue was washed with 20% ethyl acetate (Et... Reactants: ClCCl, CS(C)=O, CCN(C(C)C)C(C)C, O=C(Cl)C(=O)Cl, O=C(c1ccccc1)N1CCC(CO)CC1. Yields the product O=CC1CCN(C(=O)c2ccccc2)CC1. Reaction SMILES: [CH2:36]([Cl:37])[Cl:38].[CH3:1][S:2](=[O:3])[CH3:4].[CH:27]([N:28]([CH2:29][CH3:30])[CH:31]([CH3:32])[CH3:33])([CH3:34])[CH3:35].[Cl:5][C:6]([C:7]([Cl:8])=[O:9])=[O:10].[OH:11][CH2:12][CH:13]1[CH2:14][CH2:15][N:16]([C:19]([c:20]2[cH:21][cH:22][cH:23][cH:24][cH:25]2)=[O:26])[CH2:17][CH2:18]1>>[O:11]=[CH:12][CH:13]1[CH2:14][CH2:15][N:16]([C:19]([c:20]2[cH:21][cH:22][cH:23][cH:24][cH:25]2)=[O:26])[CH2:17][CH2:18]1. Starting materials: 0.461, BrCCC=1CS([C@H]2N(C1C(=O)OCC(Cl)(Cl)Cl)C(C2NC(CC2=CC=CC=C2)=O)=O)=O (2,2,2-trichloroethyl 3-bromoethyl-7-phenylacetamido-3-cephem-4-carboxylate-1-oxide), CS(=O)C (DMSO), O (water), O (H2O). The solvent is C1=CC=CC=C1.CS(=O)C (benzene dimethylsulfoxide). Conditions: time 7 day. The product is OCC=1CS([C@H]2N(C1C(=O)OCC(Cl)(Cl)Cl)C(C2NC(CC2=CC=CC=C2)=O)=O)=O (2,2,2-trichloroethyl 3-hydroxymethyl-7-phenylacetamido-3-cephem-4-carboxylate-1-oxide). As a reaction SMILES: BrC[CH2:3][C:4]1[CH2:5][S:6](=[O:31])[C@@H:7]2[CH:19]([NH:20][C:21](=[O:29])[CH2:22][C:23]3[CH:28]=[CH:27][CH:26]=[CH:25][CH:24]=3)[C:18](=[O:30])[N:8]2[C:9]=1[C:10]([O:12][CH2:13][C:14]([Cl:17])([Cl:16])[Cl:15])=[O:11].CS(C)=[O:34].O>C1C=CC=CC=1.CS(C)=O>[OH:34][CH2:3][C:4]1[CH2:5][S:6](=[O:31])[C@@H:7]2[CH:19]([NH:20][C:21](=[O:29])[CH2:22][C:23]3[CH:24]=[CH:25][CH:26]=[CH:27][CH:28]=3)[C:18](=[O:30])[N:8]2[C:9]=1[C:10]([O:12][CH2:13][C:14]([Cl:17])([Cl:15])[Cl:16])=[O:11] |f:3.4|. Reported procedure: To a solution of 0.461 (0.82 mmole) of 2,2,2-trichloroethyl 3-bromoethyl-7-phenylacetamido-3-cephem-4-carboxylate-1-oxide in 20 ml of 1:1 benzene-dimethylsulfoxide (DMSO) is added 0.150 ml (8.2 mmoles) of water and the mixture is stirred at 25° for 7 days. Then the mixture is poured into 100 ml of H2O and extracted with ethyl acetate. The ethyl acetate is dried (MgSO4) and evaporated in vacuo to yield 2,2,2-trichloroethyl 3-hydroxymethyl-7-phenylacetamido-3-cephem-4-carboxylate-1-oxide, which ca...